This data is from the Open Reaction Database (ORD), a public repository of structured organic reaction records. The task is: describe an organic reaction: reactants, conditions, products, and yield Reactants: FC(F)(F)c1ccc(OCc2ccccc2)c(Br)c1, [Li]CCCC, CCSc1ccc(C=O)cc1, CCOCC. Product: CCSc1ccc(C(O)c2cc(C(F)(F)F)ccc2OCc2ccccc2)cc1. Reaction SMILES: [Br:6][c:7]1[c:8]([O:17][CH2:18][c:19]2[cH:20][cH:21][cH:22][cH:23][cH:24]2)[cH:9][cH:10][c:11]([C:13]([F:14])([F:15])[F:16])[cH:12]1.[CH2:1]([Li:2])[CH2:3][CH2:4][CH3:5].[CH2:25]([CH3:26])[S:27][c:28]1[cH:29][cH:30][c:31]([CH:32]=[O:33])[cH:34][cH:35]1.[CH2:36]([O:37][CH2:38][CH3:39])[CH3:40]>>[c:7]1([CH:32]([c:31]2[cH:30][cH:29][c:28]([S:27][CH2:25][CH3:26])[cH:35][cH:34]2)[OH:33])[c:8]([O:17][CH2:18][c:19]2[cH:20][cH:21][cH:22][cH:23][cH:24]2)[cH:9][cH:10][c:11]([C:13]([F:14])([F:15])[F:16])[cH:12]1.